describe an organic reaction: reactants, conditions, products, and yield From a dataset of the Open Reaction Database (ORD), a public repository of structured organic reaction records. Starting materials: O (water), N1C=NC=C1 (imidazole), C(C)(C)(C)[Si](Cl)(C)C (tert-butyl dimethyl chlorosilane), C1(CC1)CN1[C@H]2[C@@]3(CCC([C@H]4[C@@]3(C=3C(=C(C=CC3C2)O)O4)CC1)C1OCCO1)O (17-(cyclopropylmethyl)-4,5a-epoxy-3,14-dihydroxy-6-(1,3-dioxolan-2-yl)morphinan). Run in CN(C)C=O (DMF). Reaction conditions: time 40 minute. The product is [Si](C)(C)(C(C)(C)C)OC=1C=CC=2C[C@@H]3[C@@]4(CCC([C@H]5[C@@]4(C2C1O5)CCN3CC3CC3)C3OCCO3)O (3-[(tert-butyldimethylsilyl)oxy]-17-(cyclopropylmethyl)-4,5a-epoxy-14-hydroxyl-6-(1,3-dioxolan-2-yl)morphinan). Yield: 80.0%. As a reaction SMILES: [CH:1]1([CH2:4][N:5]2[CH2:23][CH2:22][C@:12]34[C:13]5[C:14]6[O:21][C@H:11]3[CH:10]([CH:24]3[O:28][CH2:27][CH2:26][O:25]3)[CH2:9][CH2:8][C@@:7]4([OH:29])[C@H:6]2[CH2:19][C:18]=5[CH:17]=[CH:16][C:15]=6[OH:20])[CH2:3][CH2:2]1.N1C=CN=C1.[C:35]([Si:39]([CH3:42])([CH3:41])Cl)([CH3:38])([CH3:37])[CH3:36].O>CN(C=O)C>[Si:39]([O:20][C:15]1[CH:16]=[CH:17][C:18]2[CH2:19][C@H:6]3[N:5]([CH2:4][CH:1]4[CH2:2][CH2:3]4)[CH2:23][CH2:22][C@:12]45[C:13]=2[C:14]=1[O:21][C@H:11]4[CH:10]([CH:24]1[O:25][CH2:26][CH2:27][O:28]1)[CH2:9][CH2:8][C@@:7]35[OH:29])([C:35]([CH3:38])([CH3:37])[CH3:36])([CH3:42])[CH3:41]. Procedure: 17-(cyclopropylmethyl)-4,5a-epoxy-3,14-dihydroxy-6-(1,3-dioxolan-2-yl)morphinan (3.85 g, 10 mmol) was dissolved in 10 ml of DMF, then imidazole (0.68 g, 10 mmol) and tert-butyl dimethyl chlorosilane (1.5 g, 10 mmol) were added with stirring. The whole system was reacted at a temperature ranging from 20° C. to 25° C. for 40 min. After the reaction was complete, water was added to the system and the resultant mixture was extracted with diethyl ether for 3 times. The organic layer was washed with w... Reactants: COC(CCC1=CC(=CC=C1)CNCC1=CC=C(C=C1)C=1SC=CN1)=O (3-{3-[(4-thiazol-2-yl-benzylamino)-methyl]-phenyl}-propionic acid methyl ester), Cl.N1=C(C=CC=C1)S(=O)(=O)Cl (pyridine-2-sulfonyl chloride hydrochloride). Run in C(C)N(CC)CC (triethylamine). Product: COC(CCC1=CC(=CC=C1)CN(CC1=CC=C(C=C1)C=1SC=CN1)S(=O)(=O)C1=NC=CC=C1)=O (3-(3-{[(Pyridine-2-sulfonyl)-(4-thiazol-2-yl-benzyl)-amino]-methyl}-phenyl)-propionic acid methyl ester). Reaction SMILES: [CH3:1][O:2][C:3](=[O:26])[CH2:4][CH2:5][C:6]1[CH:11]=[CH:10][CH:9]=[C:8]([CH2:12][NH:13][CH2:14][C:15]2[CH:20]=[CH:19][C:18]([C:21]3[S:22][CH:23]=[CH:24][N:25]=3)=[CH:17][CH:16]=2)[CH:7]=1.Cl.[N:28]1[CH:33]=[CH:32][CH:31]=[CH:30][C:29]=1[S:34](Cl)(=[O:36])=[O:35]>C(N(CC)CC)C>[CH3:1][O:2][C:3](=[O:26])[CH2:4][CH2:5][C:6]1[CH:11]=[CH:10][CH:9]=[C:8]([CH2:12][N:13]([S:34]([C:29]2[CH:30]=[CH:31][CH:32]=[CH:33][N:28]=2)(=[O:36])=[O:35])[CH2:14][C:15]2[CH:20]=[CH:19][C:18]([C:21]3[S:22][CH:23]=[CH:24][N:25]=3)=[CH:17][CH:16]=2)[CH:7]=1 |f:1.2|. Procedure details: The title compound of Step A was prepared from 3-{3-[(4-thiazol-2-yl-benzylamino)-methyl]-phenyl}-propionic acid methyl ester, prepared in Step A of Example 11e, and pyridine-2-sulfonyl chloride hydrochloride, of Preparation 47, following the method described in Example 1, Step B using triethylamine in place of N,N-diisopropylethylamine. 1H NMR (400 MHz, CDCl3) δ 9.05 (s, 1H), 8.80 (d, 1H), 8.05 (m, 1H), 7.84 (m, 3H), 7.43 (m, 1H), 7.34 (d, 1H), 7.15 (m, 3H), 7.06 (d, 1H), 6.91 (d, 1H), 6.86 (s,... The reactants are BrC1=CC=C(C=C1)S(=O)(=O)C=1C=CC(=NC1)N (5-((4-bromophenyl)sulfonyl)-2-pyridinamine), FC(C(C)(O)C1=CC=C(C=C1)B1OC(C(O1)(C)C)(C)C)(F)F (1,1,1-trifluoro-2-(4-(4,4,5,5-tetramethyl-1,3,2-dioxaborolan-2-yl)phenyl)propan-2-ol), C([O-])([O-])=O.[Cs+].[Cs+] (cesium carbonate). Reagents/catalysts: [Pd](Cl)Cl.C1(=CC=CC=C1)P([C-]1C=CC=C1)C1=CC=CC=C1.[C-]1(C=CC=C1)P(C1=CC=CC=C1)C1=CC=CC=C1.[Fe+2] (1,1′-bis(diphenylphosphino)ferrocene-palladium(II) dichloride). The solvent is COCCOC (DME), O (water). Run at temperature 100 celsius. The product is NC1=CC=C(C=N1)S(=O)(=O)C1=CC=C(C=C1)C1=CC=C(C=C1)C(C(F)(F)F)(C)O (2-(4′-((6-amino-3-pyridinyl)sulfonyl)-4-biphenylyl)-1,1,1-trifluoro-2-propanol). The yield is 85.4%. As a reaction SMILES: Br[C:2]1[CH:7]=[CH:6][C:5]([S:8]([C:11]2[CH:12]=[CH:13][C:14]([NH2:17])=[N:15][CH:16]=2)(=[O:10])=[O:9])=[CH:4][CH:3]=1.[F:18][C:19]([F:39])([F:38])[C:20]([C:23]1[CH:28]=[CH:27][C:26](B2OC(C)(C)C(C)(C)O2)=[CH:25][CH:24]=1)([OH:22])[CH3:21].C(=O)([O-])[O-].[Cs+].[Cs+]>COCCOC.O.[Pd](Cl)Cl.C1(P(C2C=CC=CC=2)[C-]2C=CC=C2)C=CC=CC=1.[C-]1(P(C2C=CC=CC=2)C2C=CC=CC=2)C=CC=C1.[Fe+2]>[NH2:17][C:14]1[N:15]=[CH:16][C:11]([S:8]([C:5]2[CH:6]=[CH:7][C:2]([C:26]3[CH:27]=[CH:28][C:23]([C:20]([OH:22])([CH3:21])[C:19]([F:38])([F:39])[F:18])=[CH:24][CH:25]=3)=[CH:3][CH:4]=2)(=[O:10])=[O:9])=[CH:12][CH:13]=1 |f:2.3.4,7.8.9.10|. Reported procedure: A 10 mL vial was charged with 5-((4-bromophenyl)sulfonyl)-2-pyridinamine (71 mg, 0.23 mmol), 1,1,1-trifluoro-2-(4-(4,4,5,5-tetramethyl-1,3,2-dioxaborolan-2-yl)phenyl)propan-2-ol (86 mg, 0.27 mmol, synthesized in manner analogous to Example 21 using 2-(4-bromophenyl)-1,1,1-trifluoro-2-propanol (example 27)), 1,1′-bis(diphenylphosphino)ferrocene-palladium(II) dichloride, dichloromethane complex (18 mg, 0.02 mmol, Sigma-Aldrich, St. Louis, Mo.), and cesium carbonate (222 mg, 0.68 mmol) were combine... The reactants are COC(=O)C1(Cc2ccccc2)CN(Cc2ccccc2)CCC1=O, CO, Cl. Yields the product O=C1CCN(Cc2ccccc2)CC1Cc1ccccc1. As a reaction SMILES: [C:1]([O:2][CH3:3])(=[O:4])[C:5]1([CH2:19][c:20]2[cH:21][cH:22][cH:23][cH:24][cH:25]2)[CH2:6][N:7]([CH2:12][c:13]2[cH:14][cH:15][cH:16][cH:17][cH:18]2)[CH2:8][CH2:9][C:10]1=[O:11].[CH3:27][OH:28].[ClH:26]>>[CH:5]1([CH2:19][c:20]2[cH:21][cH:22][cH:23][cH:24][cH:25]2)[CH2:6][N:7]([CH2:12][c:13]2[cH:14][cH:15][cH:16][cH:17][cH:18]2)[CH2:8][CH2:9][C:10]1=[O:11]. The reactants are C(C1=CC=CC=C1)OC(=O)N1CCN(CC1)C(CO)(C)C (4-(2-hydroxy-1,1-dimethylethyl)piperazine-1-carboxylic acid benzyl ester). The reagents and catalysts are [Pd] (palladium on charcoal). The solvent is CO (methanol). Product: CC(CO)(C)N1CCNCC1 (2-Methyl-2-piperazin-1-ylpropan-1-ol). The yield is 95.1%. RXN SMILES: C(OC([N:11]1[CH2:16][CH2:15][N:14]([C:17]([CH3:21])([CH3:20])[CH2:18][OH:19])[CH2:13][CH2:12]1)=O)C1C=CC=CC=1>CO.[Pd]>[CH3:21][C:17]([N:14]1[CH2:13][CH2:12][NH:11][CH2:16][CH2:15]1)([CH3:20])[CH2:18][OH:19]. Procedure: A mixture of 4-(2-hydroxy-1,1-dimethylethyl)piperazine-1-carboxylic acid benzyl ester (3.0 g, 10.3 mmol) in methanol (70 mL) and palladium on charcoal (0.5 g, 10%) was hydrogenated at room temperature at 40 p.s.i. overnight. The mixture was filtered through Celite and the filtrate evaporated under reduced pressure to give the title compound (1.55 g, 98%) as a white solid. Starting materials: O=C([O-])O, ClC(Cl)Cl, [Cl-], Cl, [K+], Nc1cc(Sc2ncccn2)ccc1[N+](=O)[O-]. Yields the product Nc1ccc(Sc2ncccn2)cc1N. RXN SMILES: [C:20](=[O:21])([OH:22])[O-:23].[CH:25]([Cl:26])([Cl:27])[Cl:28].[Cl-:18].[ClH:19].[K+:24].[NH2:1][c:2]1[c:3]([N+:15]([O-:16])=[O:17])[cH:4][cH:5][c:6]([S:8][c:9]2[n:10][cH:11][cH:12][cH:13][n:14]2)[cH:7]1>>[NH2:1][c:2]1[c:3]([NH2:15])[cH:4][cH:5][c:6]([S:8][c:9]2[n:10][cH:11][cH:12][cH:13][n:14]2)[cH:7]1. The reactants are ClC1=C2C=C(N(C2=CC(=C1)O)C)C(=O)OCC (ethyl 4-chloro-6-hydroxy-1-methyl-2-indolecarboxylate), [H-].[Na+] (sodium hydride), FC1=CC=C(C=C1)[N+](=O)[O-] (1-fluoro-4-nitrobenzene). Solvent: CN(C=O)C (dimethylformamide). Product: ClC1=C2C=C(N(C2=CC(=C1)OC1=CC=C(C=C1)[N+](=O)[O-])C)C(=O)OCC (Ethyl 4-chloro-1-methyl-6-(4-nitrophenoxy)-2-indolecarboxylate). RXN SMILES: [Cl:1][C:2]1[CH:10]=[C:9]([OH:11])[CH:8]=[C:7]2[C:3]=1[CH:4]=[C:5]([C:13]([O:15][CH2:16][CH3:17])=[O:14])[N:6]2[CH3:12].[H-].[Na+].F[C:21]1[CH:26]=[CH:25][C:24]([N+:27]([O-:29])=[O:28])=[CH:23][CH:22]=1>CN(C)C=O>[Cl:1][C:2]1[CH:10]=[C:9]([O:11][C:21]2[CH:26]=[CH:25][C:24]([N+:27]([O-:29])=[O:28])=[CH:23][CH:22]=2)[CH:8]=[C:7]2[C:3]=1[CH:4]=[C:5]([C:13]([O:15][CH2:16][CH3:17])=[O:14])[N:6]2[CH3:12] |f:1.2|. Procedure details: The reaction was carried out in a manner similar to Example 186 a) except for using 0.41 g (1.62 mmol) of ethyl 4-chloro-6-hydroxy-1-methyl-2-indolecarboxylate, 0.09 g (2.23 mmol) of 60% sodium hydride, 0.34 g (2.40 mmol) of 1-fluoro-4-nitrobenzene and 5 ml of dimethylformamide. Ethyl 4-chloro-1-methyl-6-(4-nitrophenoxy)-2-indolecarboxylate was thus obtained in an amount of 0.51 g (92.0%).